This data is from the Open Reaction Database (ORD), a public repository of structured organic reaction records. The task is: describe an organic reaction: reactants, conditions, products, and yield Starting materials: CC(Cl)OC(=O)Cl, CC(Cl)Cl, CC(C)NCc1c(Cl)ccc2c1C1(CCN(Cc3ccccc3)CC1)CN2c1ncnc2c1C(C)CC2OC(=O)c1ccc([N+](=O)[O-])cc1. The product is CC(C)NCc1c(Cl)ccc2c1C1(CCNCC1)CN2c1ncnc2c1C(C)CC2OC(=O)c1ccc([N+](=O)[O-])cc1. Reaction SMILES: [C:50]([Cl:51])(=[O:52])[O:53][CH:54]([Cl:55])[CH3:56].[Cl:57][CH:58]([Cl:59])[CH3:60].[N+:1](=[O:2])([O-:3])[c:4]1[cH:5][cH:6][c:7]([C:8](=[O:9])[O:10][CH:11]2[CH2:12][CH:13]([CH3:47])[c:14]3[c:15]2[n:16][cH:17][n:18][c:19]3[N:20]2[CH2:21][C:22]3([c:23]4[c:24]([CH2:30][NH:31][CH:32]([CH3:33])[CH3:34])[c:25]([Cl:29])[cH:26][cH:27][c:28]42)[CH2:35][CH2:36][N:37]([CH2:40][c:41]2[cH:42][cH:43][cH:44][cH:45][cH:46]2)[CH2:38][CH2:39]3)[cH:48][cH:49]1>>[N+:1](=[O:2])([O-:3])[c:4]1[cH:5][cH:6][c:7]([C:8](=[O:9])[O:10][CH:11]2[CH2:12][CH:13]([CH3:47])[c:14]3[c:15]2[n:16][cH:17][n:18][c:19]3[N:20]2[CH2:21][C:22]3([c:23]4[c:24]([CH2:30][NH:31][CH:32]([CH3:33])[CH3:34])[c:25]([Cl:29])[cH:26][cH:27][c:28]42)[CH2:35][CH2:36][NH:37][CH2:38][CH2:39]3)[cH:48][cH:49]1. Reactants: CO, O=[N+]([O-])c1cccc(Cl)c1Cl. Yields the product Nc1cccc(Cl)c1Cl. RXN SMILES: [CH3:12][OH:13].[Cl:1][c:2]1[c:3]([N+:9]([O-:10])=[O:11])[cH:4][cH:5][cH:6][c:7]1[Cl:8]>>[Cl:1][c:2]1[c:3]([NH2:9])[cH:4][cH:5][cH:6][c:7]1[Cl:8]. The reactants are [BH4-], CO, CC(Oc1c(N)ncc2c(-c3ccc(C=O)s3)coc12)c1c(Cl)ccc(F)c1Cl, [Na+]. The product is CC(Oc1c(N)ncc2c(-c3ccc(CO)s3)coc12)c1c(Cl)ccc(F)c1Cl. As a reaction SMILES: [BH4-:30].[CH3:32][OH:33].[NH2:1][c:2]1[c:3]([O:18][CH:19]([CH3:20])[c:21]2[c:22]([Cl:29])[c:23]([F:28])[cH:24][cH:25][c:26]2[Cl:27])[c:4]2[c:5]([cH:6][n:7]1)[c:8](-[c:11]1[cH:12][cH:13][c:14]([CH:16]=[O:17])[s:15]1)[cH:9][o:10]2.[Na+:31]>>[NH2:1][c:2]1[c:3]([O:18][CH:19]([CH3:20])[c:21]2[c:22]([Cl:29])[c:23]([F:28])[cH:24][cH:25][c:26]2[Cl:27])[c:4]2[c:5]([cH:6][n:7]1)[c:8](-[c:11]1[cH:12][cH:13][c:14]([CH2:16][OH:17])[s:15]1)[cH:9][o:10]2.